This data is from the Open Reaction Database (ORD), a public repository of structured organic reaction records. The task is: describe an organic reaction: reactants, conditions, products, and yield Reactants: CSc1c(CC(=O)O)ccc2c3ccccc3n(Cc3ccccc3)c12, CC(=O)O, CCOCC, C=[N+]=[N-]. As a reaction SMILES: [CH2:4]([c:5]1[cH:6][cH:7][cH:8][cH:9][cH:10]1)[n:11]1[c:12]2[cH:13][cH:14][cH:15][cH:16][c:17]2[c:18]2[cH:19][cH:20][c:21]([CH2:26][C:27](=[O:28])[OH:29])[c:22]([S:24][CH3:25])[c:23]12.[CH3:30][C:31](=[O:32])[OH:33].[CH3:34][CH2:35][O:36][CH2:37][CH3:38].[N+:1](=[CH2:2])=[N-:3]>>[NH2:1][C:27]([CH2:26][c:21]1[cH:20][cH:19][c:18]2[c:17]3[c:12]([n:11]([CH2:4][c:5]4[cH:6][cH:7][cH:8][cH:9][cH:10]4)[c:23]2[c:22]1[S:24][CH3:25])[cH:13][cH:14][cH:15][cH:16]3)=[O:29]. Product: CSc1c(CC(N)=O)ccc2c3ccccc3n(Cc3ccccc3)c12. Reactants: CCOC(=O)C#CC(=O)OCC, CCO, CN(O)C(=N)c1ccccc1N1CCOCC1. Yields the product CCOC(=O)CC1(C(=O)OCC)N=C(c2ccccc2N2CCOCC2)N(C)O1. Reaction SMILES: [C:18](#[C:19][C:20](=[O:21])[O:22][CH2:23][CH3:24])[C:25](=[O:26])[O:27][CH2:28][CH3:29].[CH3:30][CH2:31][OH:32].[OH:1][N:2]([C:3]([c:4]1[c:5]([N:10]2[CH2:11][CH2:12][O:13][CH2:14][CH2:15]2)[cH:6][cH:7][cH:8][cH:9]1)=[NH:16])[CH3:17]>>[O:1]1[N:2]([CH3:17])[C:3]([c:4]2[c:5]([N:10]3[CH2:11][CH2:12][O:13][CH2:14][CH2:15]3)[cH:6][cH:7][cH:8][cH:9]2)=[N:16][C:18]1([CH2:19][C:20](=[O:21])[O:22][CH2:23][CH3:24])[C:25](=[O:26])[O:27][CH2:28][CH3:29]. Reactants: [Li]C(C)(C)C, C1CCOC1, CCOc1ccccc1N1CCN(CCC2OCCc3cc(Br)ccc32)CC1, [Cl-], O=C(Cl)C(=O)Cl, Cl, [NH4+], CN(C)C=O. Yields the product CCOc1ccccc1N1CCN(CCC2OCCc3cc(C(N)=O)ccc32)CC1. Reaction SMILES: [C:1]([Li:2])([CH3:3])([CH3:4])[CH3:5].[CH2:43]1[O:44][CH2:45][CH2:46][CH2:47]1.[CH2:6]([CH3:7])[O:8][c:9]1[c:10]([N:15]2[CH2:16][CH2:17][N:18]([CH2:21][CH2:22][CH:23]3[O:24][CH2:25][CH2:26][c:27]4[cH:28][c:29]([Br:33])[cH:30][cH:31][c:32]43)[CH2:19][CH2:20]2)[cH:11][cH:12][cH:13][cH:14]1.[Cl-:40].[Cl:34][C:35]([C:37]([Cl:36])=[O:38])=[O:39].[ClH:42].[NH4+:41].[O:48]=[CH:49][N:50]([CH3:51])[CH3:52]>>[CH2:6]([CH3:7])[O:8][c:9]1[c:10]([N:15]2[CH2:16][CH2:17][N:18]([CH2:21][CH2:22][CH:23]3[O:24][CH2:25][CH2:26][c:27]4[cH:28][c:29]([C:37](=[O:38])[NH2:41])[cH:30][cH:31][c:32]43)[CH2:19][CH2:20]2)[cH:11][cH:12][cH:13][cH:14]1. Starting materials: O=C([O-])[O-], CN(C)C=O, Clc1ncnc2cc[nH]c12, CI, [K+], [K+], O. Yields the product Cn1ccc2ncnc(Cl)c21. RXN SMILES: [C:11](=[O:12])([O-:13])[O-:14].[CH3:19][N:20]([CH3:21])[CH:22]=[O:23].[Cl:1][c:2]1[c:3]2[c:4]([n:5][cH:6][n:7]1)[cH:8][cH:9][nH:10]2.[I:17][CH3:18].[K+:15].[K+:16].[OH2:24]>>[Cl:1][c:2]1[c:3]2[c:4]([n:5][cH:6][n:7]1)[cH:8][cH:9][n:10]2[CH3:11]. Reactants: ClB(Cl)Cl, CCCC[N+](CCCC)(CCCC)CCCC, COc1ccc(-c2c3cccc(C(F)(F)F)c3nn2Cc2ccc(C)cc2C)c(C)c1, ClCCl, [I-]. Product: Cc1ccc(Cn2nc3c(C(F)(F)F)cccc3c2-c2ccc(O)cc2C)c(C)c1. Reaction SMILES: [B:32]([Cl:33])([Cl:34])[Cl:35].[CH2:37]([N+:38]([CH2:39][CH2:40][CH2:41][CH3:42])([CH2:43][CH2:44][CH2:45][CH3:46])[CH2:47][CH2:48][CH2:49][CH3:50])[CH2:51][CH2:52][CH3:53].[CH3:1][c:2]1[c:3]([CH2:4][n:5]2[n:6][c:7]3[c:8]([C:23]([F:24])([F:25])[F:26])[cH:9][cH:10][cH:11][c:12]3[c:13]2-[c:14]2[c:15]([CH3:22])[cH:16][c:17]([O:20][CH3:21])[cH:18][cH:19]2)[cH:27][cH:28][c:29]([CH3:31])[cH:30]1.[Cl:54][CH2:55][Cl:56].[I-:36]>>[CH3:1][c:2]1[c:3]([CH2:4][n:5]2[n:6][c:7]3[c:8]([C:23]([F:24])([F:25])[F:26])[cH:9][cH:10][cH:11][c:12]3[c:13]2-[c:14]2[c:15]([CH3:22])[cH:16][c:17]([OH:20])[cH:18][cH:19]2)[cH:27][cH:28][c:29]([CH3:31])[cH:30]1. Reactants: liquid, paraffin, [H-].[Na+] (sodium hydride), C=1(C(=CC=CC1)CO)CO (1,2-benzenedimethanol), C(C)(C)(C)[Si](C)(C)Cl (tert-butylchlorodimethylsilane). The solvent is O (water), COCCOC (1,2-dimethoxyethane), COCCOC (1,2-dimethoxyethane). Run at time 1 hour. The product is [Si](C)(C)(C(C)(C)C)OCC1=C(CO)C=CC=C1 (2-(tert-butyldimethylsilyloxymethyl)-benzyl alcohol). As a reaction SMILES: [C:1]1([CH2:9][OH:10])[C:2]([CH2:7][OH:8])=[CH:3][CH:4]=[CH:5][CH:6]=1.[H-].[Na+].[C:13]([Si:17](Cl)([CH3:19])[CH3:18])([CH3:16])([CH3:15])[CH3:14]>COCCOC.O>[Si:17]([O:8][CH2:7][C:2]1[CH:3]=[CH:4][CH:5]=[CH:6][C:1]=1[CH2:9][OH:10])([C:13]([CH3:16])([CH3:15])[CH3:14])([CH3:19])[CH3:18] |f:1.2|. Procedure details: To a solution of 14.074 g (101.86 mM) of 1,2-benzenedimethanol in 100 ml of 1,2-dimethoxyethane was added 4.07 g (102 mM) of a liquid paraffin suspension of 60% sodium hydride at room temperature and the mixture was stirred at the prevailing temperature for one hour. To this reaction mixture was added a solution of 15.4 g (102 mM) of tert-butylchlorodimethylsilane in 50 ml of 1,2-dimethoxyethane dropwise, and the mixture was stirred at room temperature overnight. This reaction mixture was poured... Reactants: BrC1=CC2=C(C=C(S2)C(=O)OC)C=C1 (methyl 6-bromo-1-benzothiophene-2-carboxylate), [OH-].[K+] (potassium hydroxide). Solvent: C1CCOC1 (THF). Run at time 2 hour. Yields the product BrC1=CC2=C(C=C(S2)C(=O)O)C=C1 (6-Bromo-1-benzothiophene-2-carboxylic acid). As a reaction SMILES: [Br:1][C:2]1[CH:14]=[CH:13][C:5]2[CH:6]=[C:7]([C:9]([O:11]C)=[O:10])[S:8][C:4]=2[CH:3]=1.[OH-].[K+]>C1COCC1>[Br:1][C:2]1[CH:14]=[CH:13][C:5]2[CH:6]=[C:7]([C:9]([OH:11])=[O:10])[S:8][C:4]=2[CH:3]=1 |f:1.2|. Procedure details: A solution of 4.0 g (14.8 mmol) of methyl 6-bromo-1-benzothiophene-2-carboxylate in 40 ml of a 1:1 mixture of THF and 2 N potassium hydroxide solution is stirred at room temperature for 2 h. The solvent is removed in vacuo, and the residue is acidified with concentrated hydrochloric acid. The resulting precipitate is filtered off with suction, washed with water and dried in vacuo at 50° C. 3.55 g (93.5% of theory) of the desired product are obtained.